From a dataset of the Open Reaction Database (ORD), a public repository of structured organic reaction records. describe an organic reaction: reactants, conditions, products, and yield RXN SMILES: [Cl:1][C:2]1[CH:10]=[C:9]2[C:5]([CH:6]([C:12]3[CH:17]=[CH:16][CH:15]=[C:14]([O:18][CH3:19])[CH:13]=3)[C:7](=[O:11])[NH:8]2)=[CH:4][CH:3]=1.[CH2:20](Br)[C:21]1[CH:26]=[CH:25][CH:24]=[CH:23][CH:22]=1.[I-].[K+].C(=O)([O-])[O-].[K+].[K+]>CC(C)=O.C(OCC)(=O)C>[CH2:20]([C:6]1([C:12]2[CH:17]=[CH:16][CH:15]=[C:14]([O:18][CH3:19])[CH:13]=2)[C:5]2[C:9](=[CH:10][C:2]([Cl:1])=[CH:3][CH:4]=2)[NH:8][C:7]1=[O:11])[C:21]1[CH:26]=[CH:25][CH:24]=[CH:23][CH:22]=1 |f:2.3,4.5.6|. Solvent: CC(=O)C (acetone), C(C)(=O)OCC (ethyl acetate). Procedure: A mixture of rac-6-chloro-3-(3-methoxy-phenyl)-1,3-dihydro-indol-2-one (0.16 g, 0.6 mmol) (from Example 6b supra), benzyl bromide (0.12 g, 0.7 mmol) (Aldrich), potassium iodide (0.12 g, 0.71 mmol) and potassium carbonate (0.18 g, 1.3 mmol) in acetone (5 mL) was heated at 60° C. for 23 hours in a capped pressure tube. After cooling, mixture was diluted with ethyl acetate (50 mL) and extracted with water (2×50 mL) and brine (50 mL). Aqueous layers were back washed with ethyl acetate (50 mL). Organ... Product: C(C1=CC=CC=C1)C1(C(NC2=CC(=CC=C12)Cl)=O)C1=CC(=CC=C1)OC (rac-3-benzyl-6-chloro-3-(3-methoxy-phenyl)-1,3-dihydro-indol-2-one). Reactants: ClC1=CC=C2C(C(NC2=C1)=O)C1=CC(=CC=C1)OC (rac-6-chloro-3-(3-methoxy-phenyl)-1,3-dihydro-indol-2-one), C(C1=CC=CC=C1)Br (benzyl bromide), [I-].[K+] (potassium iodide), C([O-])([O-])=O.[K+].[K+] (potassium carbonate). Reaction conditions: temperature 60 celsius. The product is C(C)(C)(C)[Si](O[C@@H](CN1N=CC2=CC=C3C(=C12)C=CCO3)C)(C)C (1-[(R)-2-(tert-Butyl-dimethyl-silanyloxy)-propyl]-1,7-dihydro-pyrano[2,3-g]indazole). Yield: 87.0%. Reactants: C(C)(C)(C)[Si](O[C@@H](CN1N=CC2=CC=C(C=C12)OCC#C)C)(C)C (1-[2-(R)-(tert-Butyl-dimethyl-silanyloxy)-propyl]-6-prop-2-ynyloxy-1H-indazole). Procedure details: A solution of the product from Step A (10.9 g, 31.8 mmol) in mesitylene (60 mL) was placed in a pressure tube and degassed under vacuum. The tube was sealed and heated at 190° C. for 20 h. The solution was cooled and purified by chromatography (silica, 10% ethyl acetate in hexane) to give a solid (9.53 g, 87%): mp 58-59° C.; LC/MS (+APCI) m/z 345 (M+H). Solvent: C1(=CC(=CC(=C1)C)C)C (mesitylene). RXN SMILES: [C:1]([Si:5]([CH3:24])([CH3:23])[O:6][C@H:7]([CH3:22])[CH2:8][N:9]1[C:17]2[C:12](=[CH:13][CH:14]=[C:15]([O:18][CH2:19][C:20]#[CH:21])[CH:16]=2)[CH:11]=[N:10]1)([CH3:4])([CH3:3])[CH3:2]>C1(C)C=C(C)C=C(C)C=1>[C:1]([Si:5]([CH3:23])([CH3:24])[O:6][C@H:7]([CH3:22])[CH2:8][N:9]1[C:17]2[C:12](=[CH:13][CH:14]=[C:15]3[O:18][CH2:19][CH:20]=[CH:21][C:16]3=2)[CH:11]=[N:10]1)([CH3:3])([CH3:4])[CH3:2]. Conditions: temperature 190 celsius. The reactants are C(CC(O)(C(=O)O)CC(=O)O)(=O)O (citric acid), C(C)(=O)C=1OC2=C(C1C)C(=CC=C2)O (2-acetyl-4-hydroxy-3-methylbenzofuran), [OH-].[K+] (potassium hydroxide), NN (hydrazine). Run in C(CO)O (ethylene glycol). Reaction conditions: temperature 180 celsius. Product: C(C)C=1OC2=C(C1C)C(=CC=C2)O (2-ethyl-4-hydroxy-3-methylbenzofuran). The yield is 64.9%. RXN SMILES: [C:1]([C:4]1[O:5][C:6]2[CH:13]=[CH:12][CH:11]=[C:10]([OH:14])[C:7]=2[C:8]=1[CH3:9])(=O)[CH3:2].[OH-].[K+].NN.C(O)(=O)CC(CC(O)=O)(C(O)=O)O>C(O)CO>[CH2:1]([C:4]1[O:5][C:6]2[CH:13]=[CH:12][CH:11]=[C:10]([OH:14])[C:7]=2[C:8]=1[CH3:9])[CH3:2] |f:1.2|. Reported procedure: A mixture of 2-acetyl-4-hydroxy-3-methylbenzofuran (2 g; 10.5 mmoles), potassium hydroxide PG,72 pellets (4 g; 73 mmoles), ethylene glycol (50 ml) and 99% hydrazine (3 ml) was heated at 100° C. for 2 hours and at 180° C. for 2 hours. The mixture was acidified with excess 20% citric acid solution and extracted with ether. The ether layer was dried (Na2SO4), filtered, concentrated, and chromatographed to obtain 1.2 g of the title compound as an oil which crystallized from hexane. Reactants: C1C(C)O1 (propylene oxide), C(C1=CC=CC=C1)N (benzylamine), C(C1=CC=CC=C1)OC(=O)N1[C@H](C(=O)N[C@@H](C)P(O)(O)=O)CCC1 ((1R)-1-[(N-benzyloxycarbonyl-L-prolyl)amino] -ethylphosphonic acid), Br (hydrogen bromide). Solvent: CO (methanol), C(C)(=O)O (acetic acid), CO (methanol). Reaction conditions: time 6 hour. Product: N1[C@H](C(=O)N[C@@H](C)P(O)(O)=O)CCC1 ((1R)-1-(L-prolylamino)-ethylphosphonic acid). As a reaction SMILES: C(N)C1C=CC=CC=1.C(OC([N:19]1[CH2:32][CH2:31][CH2:30][C@H:20]1[C:21]([NH:23][C@H:24]([P:26](=[O:29])([OH:28])[OH:27])[CH3:25])=[O:22])=O)C1C=CC=CC=1.Br.C1OC1C>C(O)(=O)C.CO>[NH:19]1[CH2:32][CH2:31][CH2:30][C@H:20]1[C:21]([NH:23][C@H:24]([P:26](=[O:27])([OH:28])[OH:29])[CH3:25])=[O:22]. Procedure: 2.3 of the benzylamine salt of (1R)-1-[(N-benzyloxycarbonyl-L-prolyl)amino] -ethylphosphonic acid were added to a stirred solution (45%) of hydrogen bromide in glacial acetic acid and washed in with 2.5 ml of glacial acetic acid. The mixture was stirred at room temperature for 6 hours and then 75ml of ether were added while stirring. The supernatant was decanted and the residue was again treated with 75ml of ether. The granular solid obtained was dissolved in 30ml of methanol and the solution tr...